This data is from the Open Reaction Database (ORD), a public repository of structured organic reaction records. The task is: describe an organic reaction: reactants, conditions, products, and yield Starting materials: O (water), C(C)N1N=C(C=2C1=NC=CN2)C2=CC=C(C=C2)O (4-(1-ethyl-1H-pyrazolo[3,4-b]pyrazin-3-yl)phenol), CN1C(=NC=2C1=NC=CC2)S(=O)(=O)C (3-methyl-2-(methylsulfonyl)-3H-imidazo[4,5-b]pyridine), [H-].[Na+] (NaH). Run in CN(C)C=O (DMF). Reaction conditions: temperature 150 celsius. The product is C(C)N1N=C(C=2C1=NC=CN2)C2=CC=C(C=C2)OC2=NC=1C(=NC=CC1)N2C (1-Ethyl-3-{4-[(3-methyl-3H-imidazo[4,5-b]pyridin-2-yl)oxy]phenyl}-1H-pyrazolo[3,4-b]pyrazine). Yield: 63.4%. As a reaction SMILES: [CH2:1]([N:3]1[C:7]2=[N:8][CH:9]=[CH:10][N:11]=[C:6]2[C:5]([C:12]2[CH:17]=[CH:16][C:15]([OH:18])=[CH:14][CH:13]=2)=[N:4]1)[CH3:2].[CH3:19][N:20]1[C:24]2=[N:25][CH:26]=[CH:27][CH:28]=[C:23]2[N:22]=[C:21]1S(C)(=O)=O.[H-].[Na+].O>CN(C=O)C>[CH2:1]([N:3]1[C:7]2=[N:8][CH:9]=[CH:10][N:11]=[C:6]2[C:5]([C:12]2[CH:17]=[CH:16][C:15]([O:18][C:21]3[N:20]([CH3:19])[C:24]4=[N:25][CH:26]=[CH:27][CH:28]=[C:23]4[N:22]=3)=[CH:14][CH:13]=2)=[N:4]1)[CH3:2] |f:2.3|. Reported procedure: To a solution of 4-(1-ethyl-1H-pyrazolo[3,4-b]pyrazin-3-yl)phenol (100 mg) and 3-methyl-2-(methylsulfonyl)-3H-imidazo[4,5-b]pyridine (88 mg) in DMF (3 mL) was added NaH (60% in oil, 17 mg) at room temperature, and the mixture was heated at 150° C. for 1.5 h under microwave irradiation. The mixture was poured into water and extracted with AcOEt. The organic layer was dried over Na2SO4, filtered and concentrated under reduced pressure. The residue was purified by basic silica gel column chromatogr... The reactants are FC1=C(C=CC=C1F)C(C)=O (2′,3′-Difluoroacetophenone), [BH4-].[Na+] (sodium borohydride). Solvent: CO (methanol). Reaction conditions: time 30 minute. Product: FC1=C(C=CC=C1F)C(C)O (1-(2,3-difluoro-phenyl)-ethanol). As a reaction SMILES: [F:1][C:2]1[C:7]([F:8])=[CH:6][CH:5]=[CH:4][C:3]=1[C:9](=[O:11])[CH3:10].[BH4-].[Na+]>CO>[F:1][C:2]1[C:7]([F:8])=[CH:6][CH:5]=[CH:4][C:3]=1[CH:9]([OH:11])[CH3:10] |f:1.2|. Procedure: 2′,3′-Difluoroacetophenone (0.337 g, 2.16 mmol) in methanol (15 mL) was treated with sodium borohydride (0.090 g, 2.37 mmol), and the reaction was stirred at room temperature for 30 minutes. The mixture was partitioned between dichloromethane and water, and the organic layer was separated, dried over MgSO4, filtered, and concentrated to give 1-(2,3-difluoro-phenyl)-ethanol. The reactants are C(C1=CC=CC=C1)N1CC2C(C2C1)(C)C=1C=C(C=CC1)N (3-(3-benzyl-6-methyl-3-azabicyclo[3.1.0]hex-6-yl)phenylamine), CS(=O)(=O)Cl (methanesulphonyl chloride). Solvent: N1=CC=CC=C1 (pyridine). Conditions: time 14 hour. Product: C(C1=CC=CC=C1)N1CC2C(C2C1)(C)C=1C=C(C=CC1)NS(=O)(=O)C (N-[3-(3-Benzyl-6-methyl-3-azabicyclo[3.1.0]hex-6-yl)phenyl]methanesulfonamide). The yield is 49.4%. As a reaction SMILES: [CH2:1]([N:8]1[CH2:13][CH:12]2[CH:10]([C:11]2([C:15]2[CH:16]=[C:17]([NH2:21])[CH:18]=[CH:19][CH:20]=2)[CH3:14])[CH2:9]1)[C:2]1[CH:7]=[CH:6][CH:5]=[CH:4][CH:3]=1.[CH3:22][S:23](Cl)(=[O:25])=[O:24]>N1C=CC=CC=1>[CH2:1]([N:8]1[CH2:9][CH:10]2[CH:12]([C:11]2([C:15]2[CH:16]=[C:17]([NH:21][S:23]([CH3:22])(=[O:25])=[O:24])[CH:18]=[CH:19][CH:20]=2)[CH3:14])[CH2:13]1)[C:2]1[CH:3]=[CH:4][CH:5]=[CH:6][CH:7]=1. Procedure: To a solution of 3-(3-benzyl-6-methyl-3-azabicyclo[3.1.0]hex-6-yl)phenylamine (Preparation 30, 1.58 g, 5.68 mmol) in pyridine (10 ml) under nitrogen at 0° C. was added methanesulphonyl chloride (0.66 ml, 8.52 mmol) dropwise to the solution, and the mixture was stirred for 14 hours at room temperature. The pyridine was evaporated in vacuo and the residue was partitioned between dichloromethane (50 ml) and dilute aqueous sodium hydrogen carbonate solution (1 M, 50 ml). The layers were separated an...